This data is from the Open Reaction Database (ORD), a public repository of structured organic reaction records. The task is: describe an organic reaction: reactants, conditions, products, and yield Reaction SMILES: [CH3:1][CH2:2][CH2:3][CH2:4][Li:5].[CH3:20][CH2:21][CH2:22][CH2:23][CH2:24][CH3:25].[Cl-:18].[NH4+:19].[O:11]=[C:12]1[CH2:13][CH2:14][CH2:15][CH2:16][CH2:17]1.[cH:6]1[cH:7][s:8][cH:9][n:10]1>>[cH:6]1[cH:7][s:8][c:9]([C:12]2([OH:11])[CH2:13][CH2:14][CH2:15][CH2:16][CH2:17]2)[n:10]1. The reactants are [Li]CCCC, CCCCCC, [Cl-], [NH4+], O=C1CCCCC1, c1cscn1. Product: OC1(c2nccs2)CCCCC1. Reported procedure: N-Isobutyl-2,3-bis[2-(isobutylamino)pyrimidin-4-yl]pyrazolo[1,5-a]pyridin-7-amine pyridine was prepared by treating 7-chloro-2,3-bis[2-(methylsulfinyl)pyrimidin-4-yl]pyrazolo[1,5-a]pyridine with isobutylamine as described in Example 7. 1H NMR, (400 MHz, CDCl3): δ 8.35 (d, 1H), 8.09 (d, 1H), 7.59 (d, 1H), 7.30 (d, 1H), 6.94 (bs, 1H), 6.57 (m, 1H), 6.16 (t, 1H), 6.00 (d, 1H), 5.26 (bs, 1H), 5.17 (bs, 1H), 3.25 (t, 3H), 3.18 (t, 3H), 2.00–2.15 (m, 1H), 1.85–1.95 (m, 2H), 0.90–1.10 (m, 18H); MS m/z ... The reactants are ClC1=CC=CC=2N1N=C(C2C2=NC(=NC=C2)S(=O)C)C2=NC(=NC=C2)S(=O)C (7-chloro-2,3-bis[2-(methylsulfinyl)pyrimidin-4-yl]pyrazolo[1,5-a]pyridine), C(C(C)C)N (isobutylamine). Product: N1=CC=CC=C1.C(C(C)C)NC1=CC=CC=2N1N=C(C2C2=NC(=NC=C2)NCC(C)C)C2=NC(=NC=C2)NCC(C)C (N-Isobutyl-2,3-bis[2-(isobutylamino)pyrimidin-4-yl]pyrazolo[1,5-a]pyridin-7-amine pyridine). As a reaction SMILES: Cl[C:2]1[N:7]2[N:8]=[C:9]([C:20]3[CH:25]=[CH:24][N:23]=[C:22](S(C)=O)[N:21]=3)[C:10]([C:11]3[CH:16]=[CH:15][N:14]=[C:13](S(C)=O)[N:12]=3)=[C:6]2[CH:5]=[CH:4][CH:3]=1.[CH2:29]([NH2:33])[CH:30]([CH3:32])[CH3:31]>>[N:7]1[CH:2]=[CH:3][CH:4]=[CH:5][CH:6]=1.[CH2:29]([NH:33][C:2]1[N:7]2[N:8]=[C:9]([C:20]3[CH:25]=[CH:24][N:23]=[C:22]([NH:7][CH2:6][CH:10]([CH3:11])[CH3:9])[N:21]=3)[C:10]([C:11]3[CH:16]=[CH:15][N:14]=[C:13]([NH:33][CH2:29][CH:30]([CH3:32])[CH3:31])[N:12]=3)=[C:6]2[CH:5]=[CH:4][CH:3]=1)[CH:30]([CH3:32])[CH3:31] |f:2.3|. Reactants: N(=[N+]=[N-])CC1=CC(=CC(=C1)C(C)(C)Cl)OCC1=CC=CC=C1 (1-(azidomethyl)-3-(benzyloxy)-5-(2-chloropropan-2-yl)benzene). Reagents/catalysts: [Pd] (Pd/C). Run in CO (MeOH). Reaction conditions: time 4.5 hour. The product is C(C1=CC=CC=C1)OC=1C=C(C=C(C1)C(C)(C)Cl)CN ((3-(benzyloxy)-5-(2-chloropropan-2-yl)phenyl)methanamine). Reaction SMILES: [N:1]([CH2:4][C:5]1[CH:10]=[C:9]([C:11]([Cl:14])([CH3:13])[CH3:12])[CH:8]=[C:7]([O:15][CH2:16][C:17]2[CH:22]=[CH:21][CH:20]=[CH:19][CH:18]=2)[CH:6]=1)=[N+]=[N-]>CO.[Pd]>[CH2:16]([O:15][C:7]1[CH:6]=[C:5]([CH2:4][NH2:1])[CH:10]=[C:9]([C:11]([Cl:14])([CH3:13])[CH3:12])[CH:8]=1)[C:17]1[CH:18]=[CH:19][CH:20]=[CH:21][CH:22]=1. Procedure: A mixture of 103 mg of 1-(azidomethyl)-3-(benzyloxy)-5-(2-chloropropan-2-yl)benzene and 10.4 mg of 10% Pd/C in 5 mL of MeOH was stirred at r.t. under H2 balloon for 4.5 h. The mixture was filtered through Celite and concentrated. (3-(benzyloxy)-5-(2-chloropropan-2-yl)phenyl)methanamine was used in the next reaction without further purification. Product: CN=Cc1cc(C(F)(F)F)cc(C(F)(F)F)c1. As a reaction SMILES: [CH2:19]1[O:20][CH2:21][CH2:22][CH2:23]1.[CH3:17][NH2:18].[F:1][C:2]([c:3]1[cH:4][c:5]([CH:6]=[O:7])[cH:8][c:9]([C:11]([F:12])([F:13])[F:14])[cH:10]1)([F:15])[F:16]>>[F:1][C:2]([c:3]1[cH:4][c:5]([CH:6]=[N:18][CH3:17])[cH:8][c:9]([C:11]([F:12])([F:13])[F:14])[cH:10]1)([F:15])[F:16]. The reactants are C1CCOC1, CN, O=Cc1cc(C(F)(F)F)cc(C(F)(F)F)c1. RXN SMILES: [B:31]([Br:32])([Br:33])[Br:34].[CH2:35]([Cl:36])[Cl:37].[CH3:38][OH:39].[Cl:1][c:2]1[cH:3][cH:4][c:5]([CH:8]([C:9](=[C:10]([CH2:11][c:12]2[cH:13][c:14]([O:18][c:19]3[cH:20][cH:21][cH:22][cH:23][cH:24]3)[cH:15][cH:16][cH:17]2)[F:25])[F:26])[CH2:27][CH2:28][O:29][CH3:30])[cH:6][cH:7]1>>[Cl:1][c:2]1[cH:3][cH:4][c:5]([CH:8]([C:9](=[C:10]([CH2:11][c:12]2[cH:13][c:14]([O:18][c:19]3[cH:20][cH:21][cH:22][cH:23][cH:24]3)[cH:15][cH:16][cH:17]2)[F:25])[F:26])[CH2:27][CH2:28][OH:29])[cH:6][cH:7]1. The reactants are BrB(Br)Br, ClCCl, CO, COCCC(C(F)=C(F)Cc1cccc(Oc2ccccc2)c1)c1ccc(Cl)cc1. Yields the product OCCC(C(F)=C(F)Cc1cccc(Oc2ccccc2)c1)c1ccc(Cl)cc1. Reactants: S(=O)(=O)([O-])[O-].[Mg+2] (magnesium sulphate), O1C=CC=C1 (furan), O.O.O.C(C)(=O)[O-].[Na+] (sodium acetate trihydrate), Cl.NC=1C=C2C(=C(N=NC2=CC1)C(=O)OCC)O (ethyl 6-amino-4-hydroxycinnolin-3-yl carboxylate hydrochloride), N(=O)[O-].[Na+] (sodium nitrite). Solvent: O (water), Cl (hydrochloric acid), O (water). Run at temperature 0 celsius. Yields the product O1C(=CC=C1)C=1C=C2C(=C(N=NC2=CC1)C(=O)OCC)O (ethyl 6-furyl-4-hydroxycinnolin-3-yl carboxylate). Reaction SMILES: Cl.N[C:3]1[CH:4]=[C:5]2[C:10](=[CH:11][CH:12]=1)[N:9]=[N:8][C:7]([C:13]([O:15][CH2:16][CH3:17])=[O:14])=[C:6]2[OH:18].N([O-])=O.[Na+].S([O-])([O-])(=O)=O.[Mg+2].[O:29]1[CH:33]=[CH:32][CH:31]=[CH:30]1.O.O.O.C([O-])(=O)C.[Na+]>O.Cl>[O:29]1[CH:33]=[CH:32][CH:31]=[C:30]1[C:3]1[CH:4]=[C:5]2[C:10](=[CH:11][CH:12]=1)[N:9]=[N:8][C:7]([C:13]([O:15][CH2:16][CH3:17])=[O:14])=[C:6]2[OH:18] |f:0.1,2.3,4.5,7.8.9.10.11|. Reported procedure: A suspension of ethyl 6-amino-4-hydroxycinnolin-3-yl carboxylate hydrochloride (1.164 g.) in water (10 ml.) and concentrated hydrochloric acid (1.0 ml.) was stirred at 0° C. in an ice-salt bath, and a solution of sodium nitrite (0.5 g.) in water (3 ml.) was added during 5 minutes, maintaining the temperature at 0°-5° C. The mixture was stirred for 10 minutes at 0° C., and then magnesium sulphate (0.020 g.), furan (20 ml.) and sodium acetate trihydrate (4 g.) were added. The reaction mixture was ...